From a dataset of the Open Reaction Database (ORD), a public repository of structured organic reaction records. describe an organic reaction: reactants, conditions, products, and yield Reactants: Br, CC(=O)O, CCO, NC(CO)Cc1c[nH]cn1. Yields the product NC(CBr)Cc1cnc[nH]1. RXN SMILES: [BrH:11].[CH3:12][C:13](=[O:14])[OH:15].[CH3:16][CH2:17][OH:18].[NH2:1][CH:2]([CH2:3][c:4]1[cH:5][nH:6][cH:7][n:8]1)[CH2:9][OH:10]>>[NH2:1][CH:2]([CH2:3][c:4]1[cH:5][n:6][cH:7][nH:8]1)[CH2:9][Br:11]. The reactants are COC(CC=1C=C(C(=CC1)OC)C1=C(C=CC(=C1)OC)C=O)=O ((2′-formyl-6,5′-dimethoxy-biphenyl-3-yl)-acetic acid methyl ester), C(C)N (ethylamine). The product is COC(CC=1C=C(C(=CC1)OC)C1=C(C=CC(=C1)OC)CNCC)=O ((2′-Ethylaminomethyl-6,5′-dimethoxy-biphenyl-3-yl)-acetic acid methyl ester). Reaction SMILES: [CH3:1][O:2][C:3](=[O:23])[CH2:4][C:5]1[CH:6]=[C:7]([C:13]2[CH:18]=[C:17]([O:19][CH3:20])[CH:16]=[CH:15][C:14]=2[CH:21]=O)[C:8]([O:11][CH3:12])=[CH:9][CH:10]=1.[CH2:24]([NH2:26])[CH3:25]>>[CH3:1][O:2][C:3](=[O:23])[CH2:4][C:5]1[CH:6]=[C:7]([C:13]2[CH:18]=[C:17]([O:19][CH3:20])[CH:16]=[CH:15][C:14]=2[CH2:21][NH:26][CH2:24][CH3:25])[C:8]([O:11][CH3:12])=[CH:9][CH:10]=1. Reported procedure: Prepared according to the procedure described in Example 33, Step 4, using the following starting materials: (2′-formyl-6,5′-dimethoxy-biphenyl-3-yl)-acetic acid methyl ester and ethylamine (2M in THF).